This data is from the Open Reaction Database (ORD), a public repository of structured organic reaction records. The task is: describe an organic reaction: reactants, conditions, products, and yield The product is O=C(O)c1ccc(OCCO)cc1. As a reaction SMILES: [CH3:17][OH:18].[CH3:1][O:2][C:3]([c:4]1[cH:5][cH:6][c:7]([O:10][CH2:11][CH2:12][OH:13])[cH:8][cH:9]1)=[O:14].[Na+:16].[OH-:15]>>[O:2]=[C:3]([c:4]1[cH:5][cH:6][c:7]([O:10][CH2:11][CH2:12][OH:13])[cH:8][cH:9]1)[OH:14]. Starting materials: CO, COC(=O)c1ccc(OCCO)cc1, [Na+], [OH-]. Reactants: aqueous solution, [O-]P(=O)([O-])[O-].[K+].[K+].[K+] (K3PO4), BrC1=CSC=2C1=NC=CC2Cl (3-bromo-7-chlorothieno[3,2-b]pyridine), FC1=C(C=CC(=C1)F)B(O)O (2,4-difluorophenylboronic acid), O1CCOCC1 (dioxane). Reagents/catalysts: C1=CC=C(C=C1)P([C-]2C=CC=C2)C3=CC=CC=C3.C1=CC=C(C=C1)P([C-]2C=CC=C2)C3=CC=CC=C3.Cl[Pd]Cl.[Fe+2].C(Cl)Cl (PdCl2(dppf) CH2Cl2). Run in O (water). Reaction conditions: temperature 90 celsius. The product is ClC1=C2C(=NC=C1)C(=CS2)C2=C(C=C(C=C2)F)F (7-Chloro-3-(2,4-difluorophenyl)thieno[3,2-b]pyridine). The yield is 360.6%. Reaction SMILES: Br[C:2]1[C:6]2=[N:7][CH:8]=[CH:9][C:10]([Cl:11])=[C:5]2[S:4][CH:3]=1.[F:12][C:13]1[CH:18]=[C:17]([F:19])[CH:16]=[CH:15][C:14]=1B(O)O.O1CCOCC1.[O-]P([O-])([O-])=O.[K+].[K+].[K+]>O.C1C=CC(P(C2C=CC=CC=2)[C-]2C=CC=C2)=CC=1.C1C=CC(P(C2C=CC=CC=2)[C-]2C=CC=C2)=CC=1.Cl[Pd]Cl.[Fe+2].C(Cl)Cl>[Cl:11][C:10]1[CH:9]=[CH:8][N:7]=[C:6]2[C:2]([C:16]3[CH:15]=[CH:14][C:13]([F:12])=[CH:18][C:17]=3[F:19])=[CH:3][S:4][C:5]=12 |f:3.4.5.6,8.9.10.11.12|. Procedure: A vessel capable of sealing was charged with a mixture of 3-bromo-7-chlorothieno[3,2-b]pyridine (110 mg, 0.443 mmol), 2,4-difluorophenylboronic acid (84 mg, 0.531 mmol), PdCl2(dppf)-CH2Cl2 adduct (18.1 mg, 0.022 mmol), dioxane (3 mL), and a 2.0 M aqueous solution of K3PO4 (0.66 mL, 1.328 mmol) and was purged with nitrogen for 10 min. The vessel was sealed and heated at 90° C. for 3 hours. Upon cooling, the reaction mixture was diluted with water and extracted with CH2Cl2. The combined organics w... Reactants: ClC1=CC=C(C(=N1)C)[N+](=O)[O-] (6-Chloro-2-methyl-3-nitro-pyridine), C1(CC1)NC (cyclopropyl-methylamine). Product: CNC1=NC(=C(C=C1)[N+](=O)[O-])C (methyl-(6-methyl-5-nitro-pyridin-2-yl)-amine). Reaction SMILES: Cl[C:2]1[N:7]=[C:6]([CH3:8])[C:5]([N+:9]([O-:11])=[O:10])=[CH:4][CH:3]=1.[CH:12]1([NH:15]C)CC1>>[CH3:12][NH:15][C:2]1[CH:3]=[CH:4][C:5]([N+:9]([O-:11])=[O:10])=[C:6]([CH3:8])[N:7]=1. Procedure details: 6-Chloro-2-methyl-3-nitro-pyridine (0.5 g) was treated with cyclopropyl-methylamine according to General Procedure U to give methyl-(6-methyl-5-nitro-pyridin-2-yl)-amine. LCMS (m/z): 208. This was reduced under hydrogen atmosphere according to General Procedure Z to give N*2*-cyclopropylmethyl-6-methyl-pyridine-2,5-diamine (0.35 g), LCMS (m/z): 178. This was converted to 6-(cyclopropylmethyl-amino)-2-methyl-pyridine-3-sulfonyl chloride according to General Procedure AA. LCMS (m/z): 261. Reactants: O (water), FC1=NC(=CC=2CCC(C(C12)(F)F)C1=NC=C(C=N1)O)OCCCCCCCC (1,8,8-trifluoro-7-(5-hydroxypyrimidin-2-yl)-3-octyloxy-5,6,7,8-tetrahydroisoquinoline), C(CCCCCCC)Br (1-octyl bromide), [H-].[Na+] (sodium hydride). Run in CN(C)C=O (DMF). Reaction conditions: time 30 minute. Yields the product C(CCCCCCC)OC=1C=NC(=NC1)C1CCC=2C=C(N=C(C2C1(F)F)F)OCCCCCCCC (7-[5-(octyloxy)pyrimidin-2-yl]-1,8,8-trifluoro-3-octyloxy-5,6,7,8-tetrahydroisoquinoline). Isolated yield 90.0%. As a reaction SMILES: [F:1][C:2]1[C:11]2[C:10]([F:13])([F:12])[CH:9]([C:14]3[N:19]=[CH:18][C:17]([OH:20])=[CH:16][N:15]=3)[CH2:8][CH2:7][C:6]=2[CH:5]=[C:4]([O:21][CH2:22][CH2:23][CH2:24][CH2:25][CH2:26][CH2:27][CH2:28][CH3:29])[N:3]=1.[H-].[Na+].[CH2:32](Br)[CH2:33][CH2:34][CH2:35][CH2:36][CH2:37][CH2:38][CH3:39].O>CN(C=O)C>[CH2:32]([O:20][C:17]1[CH:16]=[N:15][C:14]([CH:9]2[C:10]([F:12])([F:13])[C:11]3[C:2]([F:1])=[N:3][C:4]([O:21][CH2:22][CH2:23][CH2:24][CH2:25][CH2:26][CH2:27][CH2:28][CH3:29])=[CH:5][C:6]=3[CH2:7][CH2:8]2)=[N:19][CH:18]=1)[CH2:33][CH2:34][CH2:35][CH2:36][CH2:37][CH2:38][CH3:39] |f:1.2|. Procedure: 10 mmol of 1,8,8-trifluoro-7-(5-hydroxypyrimidin-2-yl)-3-octyloxy-5,6,7,8-tetrahydroisoquinoline are dissolved in 50 ml of DMF, and 11 mmol of sodium hydride are added. After the mixture has been stirred for 30 minutes, 11 mmol of 1-octyl bromide are added dropwise, and the mixture is stirred at 60° C. for a further 140 minutes and poured into water. The mixture is extracted with dichloromethane, the combined organic phases are dried, the solvent is removed in vacuo, and the residue is chromatog... Starting materials: Oc1c(nc(Br)c2cccnc12)C(=O)NCc3ccc(F)cc3, CC1(C)OB(OC1(C)C)c2cnn(Cc3ccccc3)c2. The reagents and catalysts are CCN=P(N=P(N(C)C)(N(C)C)N(C)C)(N(C)C)N(C)C (P2-Et), CC(C)c1cc(C(C)C)c(-c2ccccc2[PH](C(C)(C)C)(C(C)(C)C)[Pd]2(OS(C)(=O)=O)Nc3ccccc3-c3ccccc32)c(C(C)C)c1 (tBuXphos G3). Solvent: CS(C)=O (DMSO), O (water), CS(C)=O (DMSO), CS(C)=O (DMSO), CS(C)=O (DMSO). Reaction conditions: time 22 hour. Yields the product Oc1c(nc(c2cnn(Cc3ccccc3)c2)c4cccnc14)C(=O)NCc5ccc(F)cc5, Oc1c(nc(Br)c2cccnc12)C(=O)NCc3ccc(F)cc3, c1ccc(-c2ccccc2)cc1.